From a dataset of the Open Reaction Database (ORD), a public repository of structured organic reaction records. describe an organic reaction: reactants, conditions, products, and yield Reactants: CC12CCC(=O)C=C1CCC1C2=CCC2(C)C1CCC2(OC=O)C(=O)CBr, O=C([O-])O, CO, [Cl-], [K+], [Na+], O. Yields the product CC12CCC(=O)C=C1CCC1C2=CCC2(C)C1CCC2(O)C(=O)CBr. RXN SMILES: [Br:1][CH2:2][C:3]([C:4]1([O:24][CH:25]=[O:26])[CH2:5][CH2:6][CH:7]2[CH:8]3[CH2:9][CH2:10][C:11]4=[CH:12][C:13](=[O:23])[CH2:14][CH2:15][C:16]4([CH3:17])[C:18]3=[CH:19][CH2:20][C:21]12[CH3:22])=[O:27].[C:29](=[O:30])([OH:31])[O-:32].[CH3:36][OH:37].[Cl-:35].[K+:33].[Na+:34].[OH2:28]>>[Br:1][CH2:2][C:3]([C:4]1([OH:24])[CH2:5][CH2:6][CH:7]2[CH:8]3[CH2:9][CH2:10][C:11]4=[CH:12][C:13](=[O:23])[CH2:14][CH2:15][C:16]4([CH3:17])[C:18]3=[CH:19][CH2:20][C:21]12[CH3:22])=[O:27]. Reactants: CC(=O)[O-], CC(C)=O, O=C(Cl)CCl, OCC1CCCN1, [Na+], O. Product: O=C(CCl)N1CCCC1CO. Reaction SMILES: [CH3:14][C:15](=[O:16])[O-:17].[CH3:18][C:19](=[O:20])[CH3:21].[Cl:1][CH2:2][C:3](=[O:4])[Cl:5].[NH:6]1[CH:7]([CH2:8][OH:9])[CH2:10][CH2:11][CH2:12]1.[Na+:13].[OH2:22]>>[Cl:1][CH2:2][C:3](=[O:4])[N:6]1[CH:7]([CH2:8][OH:9])[CH2:10][CH2:11][CH2:12]1. The reactants are O1CCCC1 (tetrahydrofuran), C(CC)C1=CC=C(C=C1)C1=CC=C(C=C1)C1C(CCCC1)=O ((4-(4-propylphenyl)phenyl)cyclohexanone), [Br-].O1C(OCCC1)CC[P+](C1=CC=CC=C1)(C1=CC=CC=C1)C1=CC=CC=C1 (2-(1,3-dioxan-2-yl)ethyltriphenylphosphonium bromide), O1CCCC1 (tetrahydrofuran), CC(C)([O-])C (t-butoxide). Solvent: CCOCC (ether). Run at time 1 hour. Product: C(CC)C1=CC=C(C=C1)C1=CC=C(C=C1)C1CCCCC1 (4-(4-propylphenyl)-phenylcyclohexane). As a reaction SMILES: [Br-].O1CCCOC1CC[P+](C1C=CC=CC=1)(C1C=CC=CC=1)C1C=CC=CC=1.O1CCCC1.CC(C)([O-])C.[CH2:39]([C:42]1[CH:47]=[CH:46][C:45]([C:48]2[CH:53]=[CH:52][C:51]([CH:54]3[CH2:59][CH2:58][CH2:57][CH2:56][C:55]3=O)=[CH:50][CH:49]=2)=[CH:44][CH:43]=1)[CH2:40][CH3:41]>CCOCC>[CH2:39]([C:42]1[CH:47]=[CH:46][C:45]([C:48]2[CH:49]=[CH:50][C:51]([CH:54]3[CH2:59][CH2:58][CH2:57][CH2:56][CH2:55]3)=[CH:52][CH:53]=2)=[CH:44][CH:43]=1)[CH2:40][CH3:41] |f:0.1|. Procedure: Into a three-necked flask equipped with a dropping funnel, a three-way cock and a thermometer was placed 2-(1,3-dioxan-2-yl)ethyltriphenylphosphonium bromide (22.9 g, 50 mmols), followed by adding tetrahydrofuran (100 ml), suspending, stirring the suspension under ice cooling till the liquid temperature reached 10° C. The resulting reaction mixture is added pottasium t-butoxide (5.6 g, 50 mmols), followed by elevating the temperature up to room temperature under ice cooling for one hour, stirrin... The reactants are O (water), FC(C1=CC=C(C=C1)C1(CCC1)C(C)=O)(F)F (1-[1-(4-Trifluoromethyl-phenyl)-cyclobutyl]-ethanone), BrBr (bromine), C(C)(=O)O (Acetic acid). Solvent: CO (methanol). Run at temperature 0 celsius. Yields the product BrCC(=O)C1(CCC1)C1=CC=C(C=C1)C(F)(F)F (2-bromo-1-[1-(4-trifluoromethyl-phenyl)-cyclobutyl]-ethanone). The yield is 80.0%. RXN SMILES: [F:1][C:2]([F:17])([F:16])[C:3]1[CH:8]=[CH:7][C:6]([C:9]2([C:13](=[O:15])[CH3:14])[CH2:12][CH2:11][CH2:10]2)=[CH:5][CH:4]=1.C(O)(=O)C.[Br:22]Br.O>CO>[Br:22][CH2:14][C:13]([C:9]1([C:6]2[CH:5]=[CH:4][C:3]([C:2]([F:16])([F:17])[F:1])=[CH:8][CH:7]=2)[CH2:10][CH2:11][CH2:12]1)=[O:15]. Procedure details: 1-[1-(4-Trifluoromethyl-phenyl)-cyclobutyl]-ethanone (1.06 g) in methanol (8 mL) was cooled to 0° C. Acetic acid containing 30% HBr (0.35 mL) was added, and then precisely 1 molar equivalent of bromine was added dropwise. The reaction mixture was maintained at 0° C. overnight, poured into 20 mL of water, and extracted with ether. The extracts were dried, filtered, concentrated, and purified on silica gel to give pure 2-bromo-1-[1-(4-trifluoromethyl-phenyl)-cyclobutyl]-ethanone (1.12 g, 80%). Dat...